From a dataset of the Open Reaction Database (ORD), a public repository of structured organic reaction records. describe an organic reaction: reactants, conditions, products, and yield The reactants are BrC1=CC=CC=C1 (bromobenzene), CC1(C(OC(C1)=O)=O)C (3,3-dimethyldihydro-2,5-furandione), [Al] (aluminum). Run in ClC(C)Cl (dichloroethane). Conditions: time 8 hour. Product: BrC1=CC=C(C=C1)C(CC(C(=O)O)(C)C)=O (4-(4-bromophenyl)-2,2-dimethyl-4-oxobutanoic acid). Isolated yield 62.6%. RXN SMILES: [Br:1][C:2]1[CH:7]=[CH:6][CH:5]=[CH:4][CH:3]=1.[CH3:8][C:9]1([CH3:16])[CH2:13][C:12](=[O:14])[O:11][C:10]1=[O:15].[Al]>ClC(Cl)C>[Br:1][C:2]1[CH:7]=[CH:6][C:5]([C:12](=[O:14])[CH2:13][C:9]([CH3:16])([CH3:8])[C:10]([OH:15])=[O:11])=[CH:4][CH:3]=1. Procedure details: To a chilled solution (ice/water bath) of bromobenzene (7.71 g, 49.1 mmol) and 3,3-dimethyldihydro-2,5-furandione (5.99 g, 46.7 mmol) in dichloroethane (150 mL) was added aluminum trichworide (13.28 g, 99.58 mmol). The ice bath was removed and the reaction mixture was stirred at rt overnight. The mixture was again chilled in an ice/water bath, and then quenched with 1 M aqueous hydrochloric acid. Water (70 mL) was added and the layers were separated. The aqueous layer was extracted with ethyl ac... The reactants are CC#N, Cl, CCCCCCC(O)(c1ccccc1)C1CCCN(C(=O)OC(C)(C)C)C1. Yields the product CCCCCCC(O)(c1ccccc1)C1CCCNC1. RXN SMILES: [CH3:29][C:30]#[N:31].[ClH:28].[OH:1][C:2]([CH2:3][CH2:4][CH2:5][CH2:6][CH2:7][CH3:8])([c:9]1[cH:10][cH:11][cH:12][cH:13][cH:14]1)[CH:15]1[CH2:16][N:17]([C:21]([O:22][C:23]([CH3:24])([CH3:25])[CH3:26])=[O:27])[CH2:18][CH2:19][CH2:20]1>>[OH:1][C:2]([CH2:3][CH2:4][CH2:5][CH2:6][CH2:7][CH3:8])([c:9]1[cH:10][cH:11][cH:12][cH:13][cH:14]1)[CH:15]1[CH2:16][NH:17][CH2:18][CH2:19][CH2:20]1. Reactants: NC1=CC=C(C2=CC=CC=C12)OC1=CC=NC=2NC(C=NC21)=O (8-(4-aminonaphthalen-1-yloxy)pyrido[2,3-b]pyrazin-3(4H)-one), C(C)(C)(C)C1=NN(C(=C1)N=C=O)C1=CC=CC=C1 (3-tert-butyl-5-isocyanato-1-phenyl-1H-pyrazole). Product: C(C)(C)(C)C1=NN(C(=C1)NC(=O)NC1=CC=C(C2=CC=CC=C12)OC1=CC=NC=2NC(C=NC21)=O)C2=CC=CC=C2 (1-(3-tert-butyl-1-phenyl-1H-pyrazol-5-yl)-3-(4-(3-oxo-3,4-dihydropyrido[2,3-b]pyrazin-8-yloxy)naphthalen-1-yl)urea), solid. The yield is 80.0%. Reaction SMILES: [NH2:1][C:2]1[C:11]2[C:6](=[CH:7][CH:8]=[CH:9][CH:10]=2)[C:5]([O:12][C:13]2[C:22]3[N:21]=[CH:20][C:19](=[O:23])[NH:18][C:17]=3[N:16]=[CH:15][CH:14]=2)=[CH:4][CH:3]=1.[C:24]([C:28]1[CH:32]=[C:31]([N:33]=[C:34]=[O:35])[N:30]([C:36]2[CH:41]=[CH:40][CH:39]=[CH:38][CH:37]=2)[N:29]=1)([CH3:27])([CH3:26])[CH3:25]>>[C:24]([C:28]1[CH:32]=[C:31]([NH:33][C:34]([NH:1][C:2]2[C:11]3[C:6](=[CH:7][CH:8]=[CH:9][CH:10]=3)[C:5]([O:12][C:13]3[C:22]4[N:21]=[CH:20][C:19](=[O:23])[NH:18][C:17]=4[N:16]=[CH:15][CH:14]=3)=[CH:4][CH:3]=2)=[O:35])[N:30]([C:36]2[CH:41]=[CH:40][CH:39]=[CH:38][CH:37]=2)[N:29]=1)([CH3:27])([CH3:25])[CH3:26]. Procedure: Method F2 was used with 8-(4-aminonaphthalen-1-yloxy)pyrido[2,3-b]pyrazin-3(4H)-one and 3-tert-butyl-5-isocyanato-1-phenyl-1H-pyrazole to afford the title compound as a slightly yellow solid (65 mg, 80%).